This data is from the Open Reaction Database (ORD), a public repository of structured organic reaction records. The task is: describe an organic reaction: reactants, conditions, products, and yield Reactants: C(C)(C)N(C(C)C)CC (N,N-diisopropylethylamine), ClC=1C2=C(N=CN1)CCN(C2)C2=C(C#N)C=C(C=C2)C (2-(4-chloro-7,8-dihydropyrido[4,3-d]pyrimidin-6(5H)-yl)-5-methylbenzonitrile), N[C@H](CO)C=1C=NC(=CC1)C(F)(F)F ((S)-2-amino-2-(6-(trifluoromethyl)pyridin-3-yl)ethanol), Intermediate 10. Solvent: C(C)#N (acetonitrile). Yields the product OC[C@H](C=1C=NC(=CC1)C(F)(F)F)NC=1C2=C(N=CN1)CCN(C2)C2=C(C#N)C=C(C=C2)C (2-{4-[(S)-2-Hydroxy-1-(6-trifluoromethyl-pyridin-3-yl)-ethylamino]-7,8-dihydro-5H-pyrido[4,3-d]pyrimidin-6-yl}-5-methyl-benzonitrile). Reaction SMILES: Cl[C:2]1[C:3]2[CH2:11][N:10]([C:12]3[CH:19]=[CH:18][C:17]([CH3:20])=[CH:16][C:13]=3[C:14]#[N:15])[CH2:9][CH2:8][C:4]=2[N:5]=[CH:6][N:7]=1.[NH2:21][C@@H:22]([C:25]1[CH:26]=[N:27][C:28]([C:31]([F:34])([F:33])[F:32])=[CH:29][CH:30]=1)[CH2:23][OH:24].C(N(CC)C(C)C)(C)C>C(#N)C>[OH:24][CH2:23][C@@H:22]([NH:21][C:2]1[C:3]2[CH2:11][N:10]([C:12]3[CH:19]=[CH:18][C:17]([CH3:20])=[CH:16][C:13]=3[C:14]#[N:15])[CH2:9][CH2:8][C:4]=2[N:5]=[CH:6][N:7]=1)[C:25]1[CH:26]=[N:27][C:28]([C:31]([F:32])([F:33])[F:34])=[CH:29][CH:30]=1. Reported procedure: A reaction mixture of 2-(4-chloro-7,8-dihydropyrido[4,3-d]pyrimidin-6(5H)-yl)-5-methylbenzonitrile (160 mg, 0.56 mmol) and (S)-2-amino-2-(6-(trifluoromethyl)pyridin-3-yl)ethanol (118 mg, 0.57 mmol) (prepared similarly according to the method for Intermediate 10) in acetonitrile (2 mL) and N,N-diisopropylethylamine (0.4 mL) was subjected to microwave irradiation at 185° C. for 3.5 h. The reaction mixture was concentrated and the residue was purified by semi-preparative HPLC (100×20.2 mm, C18 colu... Reactants: CSC1=NC(=O)C(=Cc2cc(C(C)(C)C)c(O)c(C(C)(C)C)c2)O1, CCO, CC(C)(C)[O-], [K+], N#CN. Yields the product CC(C)(C)c1cc(C=C2OC(NC#N)=NC2=O)cc(C(C)(C)C)c1O. RXN SMILES: [CH3:10][C:11]([CH3:12])([CH3:13])[c:14]1[cH:15][c:16]([CH:25]=[C:26]2[C:27](=[O:33])[N:28]=[C:29]([S:31][CH3:32])[O:30]2)[cH:17][c:18]([C:21]([CH3:22])([CH3:23])[CH3:24])[c:19]1[OH:20].[CH3:34][CH2:35][OH:36].[CH3:4][C:5]([CH3:6])([O-:7])[CH3:8].[K+:9].[NH2:1][C:2]#[N:3]>>[N:1]#[C:2][NH:3][C:29]1=[N:28][C:27](=[O:33])[C:26](=[CH:25][c:16]2[cH:15][c:14]([C:11]([CH3:10])([CH3:12])[CH3:13])[c:19]([OH:20])[c:18]([C:21]([CH3:22])([CH3:23])[CH3:24])[cH:17]2)[O:30]1. The reactants are O=C([O-])O, CS(=O)(=O)c1ccc(OCc2ccc(C3CCNCC3)cn2)cc1, ClCCl, N#CBr, [Na+], O. Product: CS(=O)(=O)c1ccc(OCc2ccc(C3CCN(C#N)CC3)cn2)cc1. RXN SMILES: [C:25](=[O:26])([O-:27])[OH:28].[CH3:1][S:2](=[O:3])(=[O:4])[c:5]1[cH:6][cH:7][c:8]([O:9][CH2:10][c:11]2[n:12][cH:13][c:14]([CH:17]3[CH2:18][CH2:19][NH:20][CH2:21][CH2:22]3)[cH:15][cH:16]2)[cH:23][cH:24]1.[Cl:33][CH2:34][Cl:35].[N:30]#[C:31][Br:32].[Na+:29].[OH2:36]>>[CH3:1][S:2](=[O:3])(=[O:4])[c:5]1[cH:6][cH:7][c:8]([O:9][CH2:10][c:11]2[n:12][cH:13][c:14]([CH:17]3[CH2:18][CH2:19][N:20]([C:31]#[N:30])[CH2:21][CH2:22]3)[cH:15][cH:16]2)[cH:23][cH:24]1. The reactants are C(#N)C1=CC=C(OC=2C=C(C(=O)O)C=C(C2)OCCC2=CC=CC=C2)C=C1 (3-(4-cyano phenoxy)-5-phenethyloxy benzoic acid), C(C)(C)(C)OC(NCCC1CCNCC1)=O ((2-piperidin-4-yl-ethyl)-carbamic acid tert-butyl ester). Product: C(C)(C)(C)OC(NCCC1CCN(CC1)C(C1=CC(=CC(=C1)OCCC1=CC=CC=C1)OC1=CC=C(C=C1)C#N)=O)=O ((2-{1-[3-(4-cyanophenoxy)-5-phenethyloxybenzoyl]piperidin-4-yl}ethyl)-carbamic Acid Tert-butyl Ester). Yield: 58.2%. RXN SMILES: [C:1]([C:3]1[CH:27]=[CH:26][C:6]([O:7][C:8]2[CH:9]=[C:10]([CH:14]=[C:15]([O:17][CH2:18][CH2:19][C:20]3[CH:25]=[CH:24][CH:23]=[CH:22][CH:21]=3)[CH:16]=2)[C:11](O)=[O:12])=[CH:5][CH:4]=1)#[N:2].[C:28]([O:32][C:33](=[O:43])[NH:34][CH2:35][CH2:36][CH:37]1[CH2:42][CH2:41][NH:40][CH2:39][CH2:38]1)([CH3:31])([CH3:30])[CH3:29]>>[C:28]([O:32][C:33](=[O:43])[NH:34][CH2:35][CH2:36][CH:37]1[CH2:38][CH2:39][N:40]([C:11](=[O:12])[C:10]2[CH:14]=[C:15]([O:17][CH2:18][CH2:19][C:20]3[CH:25]=[CH:24][CH:23]=[CH:22][CH:21]=3)[CH:16]=[C:8]([O:7][C:6]3[CH:26]=[CH:27][C:3]([C:1]#[N:2])=[CH:4][CH:5]=3)[CH:9]=2)[CH2:41][CH2:42]1)([CH3:31])([CH3:29])[CH3:30]. Reported procedure: Following the procedure of Example 5(c) 3-(4-cyano phenoxy)-5-phenethyloxy benzoic acid 0.6 g (1.66 mmol) and (2-piperidin-4-yl-ethyl)-carbamic acid tert-butyl ester (0.378 g, 1.66 mmol) were used to afford 0.55 g of the required product. 1H NMR (DMSO-d6): δ 1.05 (3H, m), 1.4 (9H, s), 1.55 (2H, m), 1.7 (1H, m), 2.1 (5H, s), 3.0 (5H, m), 4.2 (2H, t), 4.4 (1H, m), 6.62 (1H, s), 6.78 (2H, s), 7.14 (2H, d), 7.24 (1H, m), 7.3 (4H, d), 7.88 (2H, d).